From a dataset of the Open Reaction Database (ORD), a public repository of structured organic reaction records. describe an organic reaction: reactants, conditions, products, and yield The reactants are Nc1ncnc2c1c(-c1ccc(Oc3ccccc3)cc1)cn2C1CCC(OC(=O)Oc2ccc([N+](=O)[O-])cc2)C1, CCOC(C)=O, ClCCl, NCCN1CCOCC1. The product is Nc1ncnc2c1c(-c1ccc(Oc3ccccc3)cc1)cn2C1CCC(OC(=O)NCCN2CCOCC2)C1. RXN SMILES: [C:1]([O:2][CH:3]1[CH2:4][CH:5]([n:8]2[cH:9][c:10](-[c:18]3[cH:19][cH:20][c:21]([O:24][c:25]4[cH:26][cH:27][cH:28][cH:29][cH:30]4)[cH:22][cH:23]3)[c:11]3[c:12]2[n:13][cH:14][n:15][c:16]3[NH2:17])[CH2:6][CH2:7]1)([O:31][c:32]1[cH:33][cH:34][c:35]([N+:36]([O-:37])=[O:38])[cH:39][cH:40]1)=[O:41].[CH3:54][CH2:55][O:56][C:57](=[O:58])[CH3:59].[Cl:51][CH2:52][Cl:53].[O:42]1[CH2:43][CH2:44][N:45]([CH2:48][CH2:49][NH2:50])[CH2:46][CH2:47]1>>[C:1]([O:2][CH:3]1[CH2:4][CH:5]([n:8]2[cH:9][c:10](-[c:18]3[cH:19][cH:20][c:21]([O:24][c:25]4[cH:26][cH:27][cH:28][cH:29][cH:30]4)[cH:22][cH:23]3)[c:11]3[c:12]2[n:13][cH:14][n:15][c:16]3[NH2:17])[CH2:6][CH2:7]1)(=[O:41])[NH:50][CH2:49][CH2:48][N:45]1[CH2:44][CH2:43][O:42][CH2:47][CH2:46]1.